Dataset: the Open Reaction Database (ORD), a public repository of structured organic reaction records. Task: describe an organic reaction: reactants, conditions, products, and yield Starting materials: C1=CC=CC2=CC3=CC=CC=C3C(=C12)CN(CCCNCCCOCC)CC (N-Anthracen-9-ylmethyl-N′-(3-ethoxy-propyl)-N-ethyl-propane-1,3-diamine), Cl (HCl). The solvent is C(C)O (ethanol). Conditions: temperature 0 celsius, time 10 minute. The product is Cl.C1=CC=CC2=CC3=CC=CC=C3C(=C12)CN(CCCNCCCOCC)CC (N-Anthracen-9-ylmethyl-N′-(3-ethoxy-propyl)-N-ethyl-propane-1,3-diamine, Hydrochloride salt). Yield: 95.0%. As a reaction SMILES: [CH:1]1[C:14]2[C:5](=[CH:6][C:7]3[C:12]([C:13]=2[CH2:15][N:16]([CH2:27][CH3:28])[CH2:17][CH2:18][CH2:19][NH:20][CH2:21][CH2:22][CH2:23][O:24][CH2:25][CH3:26])=[CH:11][CH:10]=[CH:9][CH:8]=3)[CH:4]=[CH:3][CH:2]=1.[ClH:29]>C(O)C>[ClH:29].[CH:11]1[C:12]2[C:7](=[CH:6][C:5]3[C:14]([C:13]=2[CH2:15][N:16]([CH2:27][CH3:28])[CH2:17][CH2:18][CH2:19][NH:20][CH2:21][CH2:22][CH2:23][O:24][CH2:25][CH3:26])=[CH:1][CH:2]=[CH:3][CH:4]=3)[CH:8]=[CH:9][CH:10]=1 |f:3.4|. Procedure: A solution of compound 19 (169 mg, 0.45 mmole) was dissolved in absolute ethanol (13 mL) and stirred at 0° C. for 10 minutes. A 4N HCl solution (22 mL) was added to the reaction mixture dropwise and stirred at 0° C. for 20 minutes and then at room temperature overnight. The solution was concentrated in vacuo to give 21 as a yellow solid in 95% yield. 1H NMR (D2O) δ 8.58 (s, 1H), 8.10 (m, 4H), 7.73 (m, 2H), 7.62 (m, 2H), 5.12 (s, 2H), 3.52 (m, 4H), 3.43 (q, 2H), 3.15 (t, 2H), 2.84 (t, 2H), 2.73 (... The reactants are O=C(n1ccnc1)n1ccnc1, C1CCOC1, Cc1ccc(Nc2cc(=O)n(C)cc2C(=O)O)c(F)c1, NCCCO, CN(C)C=O. The product is Cc1ccc(Nc2cc(=O)n(C)cc2C(=O)NCCCO)c(F)c1. As a reaction SMILES: [C:21]([n:22]1[cH:23][cH:24][n:25][cH:26]1)([n:27]1[cH:28][cH:29][n:30][cH:31]1)=[O:32].[CH2:38]1[O:39][CH2:40][CH2:41][CH2:42]1.[F:1][c:2]1[c:3]([NH:4][c:5]2[c:6]([C:13](=[O:14])[OH:15])[cH:7][n:8]([CH3:12])[c:9](=[O:11])[cH:10]2)[cH:16][cH:17][c:18]([CH3:20])[cH:19]1.[NH2:33][CH2:34][CH2:35][CH2:36][OH:37].[O:43]=[CH:44][N:45]([CH3:46])[CH3:47]>>[F:1][c:2]1[c:3]([NH:4][c:5]2[c:6]([C:13](=[O:15])[NH:33][CH2:34][CH2:35][CH2:36][OH:37])[cH:7][n:8]([CH3:12])[c:9](=[O:11])[cH:10]2)[cH:16][cH:17][c:18]([CH3:20])[cH:19]1. Starting materials: CC(C)CC(C(=O)O)N(C)C(=O)OC(C)(C)C (Boc-N-Me-Leu-OH), [Br]C1=CC=C(C(C)=O)C=C1 (1-acetyl-4-bromobenzene). The reagents and catalysts are [Cs+].[Cs+].[O-]C([O-])=O (CsCO3), CC(C)(C)C1=CC(=NC=C1)C2=NC=CC(=C2)C(C)(C)C (4,4-di-tert-butyl-2,2-bipyridyl), COCCOC.Cl[Ni]Cl (NiCl2-glyme), CC(C)(C)C1=CC2=N(->[Ir+]34(<-N5=CC(C(F)(F)F)=CC=C5C5=C(F)C=C(F)C=C53)(<-N3=CC(C(F)(F)F)=CC=C3C3=C(F)C=C(F)C=C34)<-N3=C2C=C(C(C)(C)C)C=C3)C=C1.F[P-](F)(F)(F)(F)F (Ir[dF(CF3)ppy]2(dtbbpy)PF6). The solvent is CN(C)C=O (DMF). Conditions: temperature 23 celsius, time 72 hour. Yields the product CC(=O)C1=CC=C(C(CC(C)C)N(C)C(=O)OC(C)(C)C)C=C1. The yield is 91.0%. Procedure: Prior to irradiation, the reaction mixture was degassed by bubbling argon for 20 minutes Reactants: C(C)(C)(C)OC(=O)N1C(=CC=C1)B(O)O (1-(t-butoxycarbonyl)pyrrole-2-boronic acid), tetrakistriphenylphosphine palladium, C([O-])([O-])=O.[Na+].[Na+] (sodium carbonate), C(OC)COC (dimethoxyethane), BrC=1C=C(C(=O)OCC)C=CC1OCOC (ethyl 3-bromo-4-methoxymethoxybenzoate). Solvent: O (water). The product is C(C)OC(=O)C=1C=CC(=C(C1)C=1N(C=CC1)C(=O)OC(C)(C)C)OCOC (t-butyl 2-(5-ethoxycarbonyl-2-methoxymethoxy-phenyl)-pyrrole-1-carboxylate). RXN SMILES: [C:1]([O:5][C:6]([N:8]1[CH:12]=[CH:11][CH:10]=[C:9]1B(O)O)=[O:7])([CH3:4])([CH3:3])[CH3:2].C(=O)([O-])[O-].[Na+].[Na+].C(COC)OC.Br[C:29]1[CH:30]=[C:31]([CH:37]=[CH:38][C:39]=1[O:40][CH2:41][O:42][CH3:43])[C:32]([O:34][CH2:35][CH3:36])=[O:33]>O>[CH2:35]([O:34][C:32]([C:31]1[CH:30]=[CH:29][C:39]([O:40][CH2:41][O:42][CH3:43])=[C:38]([C:9]2[N:8]([C:6]([O:5][C:1]([CH3:4])([CH3:3])[CH3:2])=[O:7])[CH:12]=[CH:11][CH:10]=2)[CH:37]=1)=[O:33])[CH3:36] |f:1.2.3|. Procedure details: 21 g of 1-(t-butoxycarbonyl)pyrrole-2-boronic acid, 4.2 g of tetrakistriphenylphosphine palladium and 153 ml of aqueous sodium carbonate solution (2 M) were added in order to a dimethoxyethane (350 ml) solution of 21 g of ethyl 3-bromo-4-methoxymethoxybenzoate, and the reaction liquid was heated overnight under reflux in a nitrogen atmosphere. After cooled, the reaction liquid was diluted with water, extracted with chloroform, and dried with anhydrous magnesium sulfate. The solvent was evaporate... The reactants are CCc1cc2cc(OC)c(Cl)c(Cl)c2s1, Cl, O, c1ccncc1. The product is CCc1cc2cc(O)c(Cl)c(Cl)c2s1. As a reaction SMILES: [Cl:1][c:2]1[c:3]([O:14][CH3:15])[cH:4][c:5]2[c:6]([s:7][c:8]([CH2:10][CH3:11])[cH:9]2)[c:12]1[Cl:13].[ClH:16].[OH2:23].[n:17]1[cH:18][cH:19][cH:20][cH:21][cH:22]1>>[Cl:1][c:2]1[c:3]([OH:14])[cH:4][c:5]2[c:6]([s:7][c:8]([CH2:10][CH3:11])[cH:9]2)[c:12]1[Cl:13].